Dataset: the Open Reaction Database (ORD), a public repository of structured organic reaction records. Task: describe an organic reaction: reactants, conditions, products, and yield RXN SMILES: [BH4-:1].[CH3:24][CH2:25][OH:26].[F:3][C:4]([O:5][c:6]1[cH:7][cH:8][c:9]([S:12](=[O:13])(=[O:14])[N:15]2[CH2:16][CH2:17][C:18](=[O:21])[CH2:19][CH2:20]2)[cH:10][cH:11]1)([F:22])[F:23].[Na+:2]>>[F:3][C:4]([O:5][c:6]1[cH:7][cH:8][c:9]([S:12](=[O:13])(=[O:14])[N:15]2[CH2:16][CH2:17][CH:18]([OH:21])[CH2:19][CH2:20]2)[cH:10][cH:11]1)([F:22])[F:23]. The reactants are [BH4-], CCO, O=C1CCN(S(=O)(=O)c2ccc(OC(F)(F)F)cc2)CC1, [Na+]. Product: O=S(=O)(c1ccc(OC(F)(F)F)cc1)N1CCC(O)CC1. Starting materials: C[Mg+], CCOCC, [Cl-], Cl, N#Cc1ccc(Cl)cc1N. Yields the product CC(=O)c1ccc(Cl)cc1N. Reaction SMILES: [CH3:12][Mg+:13].[CH3:15][CH2:16][O:17][CH2:18][CH3:19].[Cl-:11].[ClH:14].[NH2:1][c:2]1[c:3]([C:4]#[N:5])[cH:6][cH:7][c:8]([Cl:10])[cH:9]1>>[NH2:1][c:2]1[c:3]([C:18](=[O:17])[CH3:19])[cH:6][cH:7][c:8]([Cl:10])[cH:9]1. Starting materials: O (water), ClC1=NC(=CC(=N1)N1[C@H](COCC1)C)CS(=O)(=O)C (2-Chloro-4-[(3S)-3-methylmorpholin-4-yl]-6-(methylsulfonylmethyl)pyrimidine), CNC1=CC=C(C=C1)B1OC(C(O1)(C)C)(C)C (N-Methyl-4-(4,4,5,5-tetramethyl-1,3,2-dioxaborolan-2-yl)aniline), C([O-])([O-])=O.[Na+].[Na+] (sodium carbonate), dichlorobis(triphenylphosphine) palladium. The solvent is C(C)O (ethanol), CN(C)C=O (DMF), C(OC)COC (dimethoxy ethane). Reaction conditions: temperature 90 celsius. Yields the product CNC1=CC=C(C=C1)C1=NC(=CC(=N1)N1[C@H](COCC1)C)CS(=O)(=O)C (N-Methyl-4-[4-[(3S)-3-methylmorpholin-4-yl]-6-(methylsulfonylmethyl)pyrimidin-2-yl]aniline). Yield: 90.2%. Reaction SMILES: Cl[C:2]1[N:7]=[C:6]([N:8]2[CH2:13][CH2:12][O:11][CH2:10][C@@H:9]2[CH3:14])[CH:5]=[C:4]([CH2:15][S:16]([CH3:19])(=[O:18])=[O:17])[N:3]=1.O.[CH3:21][NH:22][C:23]1[CH:28]=[CH:27][C:26](B2OC(C)(C)C(C)(C)O2)=[CH:25][CH:24]=1.C(=O)([O-])[O-].[Na+].[Na+]>CN(C=O)C.C(COC)OC.C(O)C>[CH3:21][NH:22][C:23]1[CH:28]=[CH:27][C:26]([C:2]2[N:7]=[C:6]([N:8]3[CH2:13][CH2:12][O:11][CH2:10][C@@H:9]3[CH3:14])[CH:5]=[C:4]([CH2:15][S:16]([CH3:19])(=[O:18])=[O:17])[N:3]=2)=[CH:25][CH:24]=1 |f:3.4.5|. Procedure: 2-Chloro-4-[(3S)-3-methylmorpholin-4-yl]-6-(methylsulfonylmethyl)pyrimidine (1.01 g, 3.30 mmol) was dissolved in 18% DMF in 7:3:2 dimethoxy ethane:water:ethanol (7 mL). N-Methyl-4-(4,4,5,5-tetramethyl-1,3,2-dioxaborolan-2-yl)aniline (1.00 g, 4.29 mmol), 2M sodium carbonate solution (4 mL) and dichlorobis(triphenylphosphine) palladium (116 mg, 0.16 mmol) were added to the solution. The reaction was refluxed at 90° C. for 3 hours under nitrogen atmosphere then the mixture allowed to cool and parti... Reactants: CCOC(=O)CCN1CCOc2c(cccc2-c2noc(-c3ccc(OC(C)C)c(C#N)c3)n2)C1, CCO, [Na+], [OH-]. The product is CC(C)Oc1ccc(-c2nc(-c3cccc4c3OCCN(CCC(=O)O)C4)no2)cc1C#N. As a reaction SMILES: [C:1](#[N:2])[c:3]1[cH:4][c:5](-[c:13]2[n:14][c:15](-[c:18]3[cH:19][cH:20][cH:21][c:22]4[c:28]3[O:27][CH2:26][CH2:25][N:24]([CH2:29][CH2:30][C:31](=[O:32])[O:33][CH2:34][CH3:35])[CH2:23]4)[n:16][o:17]2)[cH:6][cH:7][c:8]1[O:9][CH:10]([CH3:11])[CH3:12].[CH3:38][CH2:39][OH:40].[Na+:37].[OH-:36]>>[C:1](#[N:2])[c:3]1[cH:4][c:5](-[c:13]2[n:14][c:15](-[c:18]3[cH:19][cH:20][cH:21][c:22]4[c:28]3[O:27][CH2:26][CH2:25][N:24]([CH2:29][CH2:30][C:31](=[O:32])[OH:33])[CH2:23]4)[n:16][o:17]2)[cH:6][cH:7][c:8]1[O:9][CH:10]([CH3:11])[CH3:12]. Reactants: C[C@@H]1CN(CCN1C1=NN=C(C2=CC=CC=C12)C1=CC=C(C=C1)CCOC1OCCCC1)C(=O)C1=CC=CC=C1 (((R)-3-methyl-4-(4-(4-(2-(tetrahydro-2H-pyran-2-yloxy)ethyl)phenyl)phthalazin-1-yl)piperazin-1-yl)(phenyl)methanone), C1(=CC=C(C=C1)S(=O)(=O)O)C (p-toluenesulfonic acid), C(=O)([O-])[O-].[K+].[K+] (K2CO3). Solvent: CO (methanol). Reaction conditions: time 1.5 hour. Product: OCCC1=CC=C(C=C1)C1=NN=C(C2=CC=CC=C12)N1[C@@H](CN(CC1)C(=O)C1=CC=CC=C1)C ((R)-(4-(4-(4-(2-hydroxyethyl)phenyl)phthalazin-1-yl)-3-methylpiperazin-1-yl)(phenyl)methanone). Reaction SMILES: [CH3:1][C@H:2]1[N:7]([C:8]2[C:17]3[C:12](=[CH:13][CH:14]=[CH:15][CH:16]=3)[C:11]([C:18]3[CH:23]=[CH:22][C:21]([CH2:24][CH2:25][O:26]C4CCCCO4)=[CH:20][CH:19]=3)=[N:10][N:9]=2)[CH2:6][CH2:5][N:4]([C:33]([C:35]2[CH:40]=[CH:39][CH:38]=[CH:37][CH:36]=2)=[O:34])[CH2:3]1.C1(C)C=CC(S(O)(=O)=O)=CC=1.C([O-])([O-])=O.[K+].[K+]>CO>[OH:26][CH2:25][CH2:24][C:21]1[CH:22]=[CH:23][C:18]([C:11]2[C:12]3[C:17](=[CH:16][CH:15]=[CH:14][CH:13]=3)[C:8]([N:7]3[CH2:6][CH2:5][N:4]([C:33]([C:35]4[CH:36]=[CH:37][CH:38]=[CH:39][CH:40]=4)=[O:34])[CH2:3][C@H:2]3[CH3:1])=[N:9][N:10]=2)=[CH:19][CH:20]=1 |f:2.3.4|. Procedure: ((R)-3-methyl-4-(4-(4-(2-(tetrahydro-2H-pyran-2-yloxy)ethyl)phenyl)phthalazin-1-yl)piperazin-1-yl)(phenyl)methanone (122 mg, 0.227 mmol) 83 and p-toluenesulfonic acid (130 mg, 0.682 mmol) were dissolved in methanol (4 mL) and stirred at rt for 1.5 hours. The reaction was added to 35 mL aqueous K2CO3 (10%) and extracted three times with 30 mL portions of dichloromethane. The combined organic extracts were dried over MgSO4 and evaporated to give a pale yellow solid, compound 84. MS (M+H)+=453.2. The reactants are BrC1=C(C=CC2=CC(=CC=C12)C=1OC2=C(C1C(CC(C)C)=O)C=CC=C2)OCC#N (2-({1-bromo-6-[3-(3-methylbutanoyl)-1-benzofuran-2-yl]-2-naphthyl}oxy) acetonitrile), [N-]=[N+]=[N-].[Na+] (sodium azide), [Cl-].[NH4+] (ammonium chloride). Solvent: CN(C)C=O (DMF). The product is BrC1=C2C=CC(=CC2=CC=C1OCC1=NN=NN1)C=1OC2=C(C1C(CC(C)C)=O)C=CC=C2 (1-{2-[5-Bromo-6-(1H-1,2,3,4-tetraazol-5-ylmethoxy)-2-naphthyl]-1-benzofuran-3yl}-3-methyl-1-butanone), solid. Reaction SMILES: [Br:1][C:2]1[C:11]2[C:6](=[CH:7][C:8]([C:12]3[O:13][C:14]4[CH:26]=[CH:25][CH:24]=[CH:23][C:15]=4[C:16]=3[C:17](=[O:22])[CH2:18][CH:19]([CH3:21])[CH3:20])=[CH:9][CH:10]=2)[CH:5]=[CH:4][C:3]=1[O:27][CH2:28][C:29]#[N:30].[N-:31]=[N+:32]=[N-:33].[Na+].[Cl-].[NH4+]>CN(C=O)C>[Br:1][C:2]1[C:3]([O:27][CH2:28][C:29]2[NH:33][N:32]=[N:31][N:30]=2)=[CH:4][CH:5]=[C:6]2[C:11]=1[CH:10]=[CH:9][C:8]([C:12]1[O:13][C:14]3[CH:26]=[CH:25][CH:24]=[CH:23][C:15]=3[C:16]=1[C:17](=[O:22])[CH2:18][CH:19]([CH3:21])[CH3:20])=[CH:7]2 |f:1.2,3.4|. Procedure details: Following the procedure described in Step 6, of Example 1, the title compound was prepared from 2-({1-bromo-6-[3-(3-methylbutanoyl)-1-benzofuran-2-yl]-2-naphthyl}oxy) acetonitrile (0.207 g, 0.448 mmol), sodium azide (0.147 g, 2.26 mmol) and ammonium chloride (0.125 g, 2.34 mmol) in DMF (10 mL). The compound was purified by HPLC using 75% acetonitrile/0.1% TFA in water. Drying for 14 hours at 90° C. yielded a cream-colored solid (0.0966 g), mp 176-177° C. Mass spectrum (−ESI, [M−H]−) m/z 503. 1HN... Reactants: O=C1NCCCCCC1Br, [H-], CC(C)(C)OC(=O)CI, [Na+], C1CCOC1. The product is CC(C)(C)OC(=O)CN1CCCCCC(Br)C1=O. RXN SMILES: [Br:12][CH:13]1[C:14](=[O:21])[NH:15][CH2:16][CH2:17][CH2:18][CH2:19][CH2:20]1.[H-:1].[I:3][CH2:4][C:5](=[O:6])[O:7][C:8]([CH3:9])([CH3:10])[CH3:11].[Na+:2].[O:22]1[CH2:23][CH2:24][CH2:25][CH2:26]1>>[CH2:4]([C:5](=[O:6])[O:7][C:8]([CH3:9])([CH3:10])[CH3:11])[N:15]1[C:14](=[O:21])[CH:13]([Br:12])[CH2:20][CH2:19][CH2:18][CH2:17][CH2:16]1. The reactants are ClC(Cl)Cl, Cc1nc(Cc2ccccc2)c(=O)n(CCO)c1C, O=S(Cl)Cl. The product is Cc1nc(Cc2ccccc2)c(=O)n(CCCl)c1C. Reaction SMILES: [CH:24]([Cl:25])([Cl:26])[Cl:27].[OH:5][CH2:6][CH2:7][n:8]1[c:9](=[O:23])[c:10]([CH2:16][c:17]2[cH:18][cH:19][cH:20][cH:21][cH:22]2)[n:11][c:12]([CH3:15])[c:13]1[CH3:14].[S:1]([Cl:2])([Cl:3])=[O:4]>>[Cl:3][CH2:6][CH2:7][n:8]1[c:9](=[O:23])[c:10]([CH2:16][c:17]2[cH:18][cH:19][cH:20][cH:21][cH:22]2)[n:11][c:12]([CH3:15])[c:13]1[CH3:14]. Reactants: O=C([O-])O, CNc1cc(C(=O)OC)ccc1NC(=O)OC(C)(C)C, CO, Cl, [Na+], C1COCCO1. The product is CNc1cc(C(=O)OC)ccc1N. Reaction SMILES: [C:28](=[O:29])([OH:30])[O-:31].[CH3:1][O:2][C:3]([c:4]1[cH:5][c:6]([NH:18][CH3:19])[c:7]([NH:10][C:11]([O:12][C:13]([CH3:14])([CH3:15])[CH3:16])=[O:17])[cH:8][cH:9]1)=[O:20].[CH3:33][OH:34].[ClH:27].[Na+:32].[O:21]1[CH2:22][CH2:23][O:24][CH2:25][CH2:26]1>>[CH3:1][O:2][C:3]([c:4]1[cH:5][c:6]([NH:18][CH3:19])[c:7]([NH2:10])[cH:8][cH:9]1)=[O:20].